This data is from the Open Reaction Database (ORD), a public repository of structured organic reaction records. The task is: describe an organic reaction: reactants, conditions, products, and yield Product: ClC=1C=C(C=NC1N1C[C@H](N(CC1)C1=NC2=C(N1)C(=CC(=C2)C(F)(F)F)C2=CC(=C(C(=C2)F)F)F)C)[C@H](C)O ((1S)-1-(5-Chloro-6-{(3R)-3-methyl-4-[5-trifluoromethyl-7-(3,4,5-trifluoro-phenyl)-1H-benzoimidazol-2-yl]-piperazin-1-yl}-pyridin-3-yl)-ethanol). Procedure details: The diastereoisomeric mixture of (1s)-1-{6-[(3R)-4-(4-bromo-6-trifluoromethyl-1H-benzoimidazol-2-yl)-3-methyl-piperazin-1-yl]-5-chloro-pyridin-3-yl}-ethanol and (1R)-1-{6-[(3R)-4-(4-bromo-6-trifluoromethyl-1H-benzoimidazol-2-yl)-3-methyl-piperazin-1-yl]-5-chloro-pyridin-3-yl}-ethanol (416 mg, 0.8 mmol, Example 166a) reacted with 3,4,5-trifluorophenylboronic acid (282 mg, 1.6 mmol, Lancaster) under the conditions of Example 158 to give the title compound as a mixture of diastereoisomers. Separati... Reaction SMILES: Br[C:2]1[C:10]2[N:9]=[C:8]([N:11]3[CH2:16][CH2:15][N:14]([C:17]4[N:22]=[CH:21][C:20]([C@@H:23]([OH:25])[CH3:24])=[CH:19][C:18]=4[Cl:26])[CH2:13][C@H:12]3[CH3:27])[NH:7][C:6]=2[CH:5]=[C:4]([C:28]([F:31])([F:30])[F:29])[CH:3]=1.BrC1C2N=C(N3CCN(C4N=CC([C@H](O)C)=CC=4Cl)C[C@H]3C)NC=2C=C(C(F)(F)F)C=1.[F:63][C:64]1[CH:65]=[C:66](B(O)O)[CH:67]=[C:68]([F:71])[C:69]=1[F:70]>>[Cl:26][C:18]1[CH:19]=[C:20]([C@@H:23]([OH:25])[CH3:24])[CH:21]=[N:22][C:17]=1[N:14]1[CH2:15][CH2:16][N:11]([C:8]2[NH:9][C:10]3[C:2]([C:66]4[CH:65]=[C:64]([F:63])[C:69]([F:70])=[C:68]([F:71])[CH:67]=4)=[CH:3][C:4]([C:28]([F:31])([F:29])[F:30])=[CH:5][C:6]=3[N:7]=2)[C@H:12]([CH3:27])[CH2:13]1. Starting materials: BrC1=CC(=CC=2NC(=NC21)N2[C@@H](CN(CC2)C2=C(C=C(C=N2)[C@H](C)O)Cl)C)C(F)(F)F ((1s)-1-{6-[(3R)-4-(4-bromo-6-trifluoromethyl-1H-benzoimidazol-2-yl)-3-methyl-piperazin-1-yl]-5-chloro-pyridin-3-yl}-ethanol), BrC1=CC(=CC=2NC(=NC21)N2[C@@H](CN(CC2)C2=C(C=C(C=N2)[C@@H](C)O)Cl)C)C(F)(F)F ((1R)-1-{6-[(3R)-4-(4-bromo-6-trifluoromethyl-1H-benzoimidazol-2-yl)-3-methyl-piperazin-1-yl]-5-chloro-pyridin-3-yl}-ethanol), FC=1C=C(C=C(C1F)F)B(O)O (3,4,5-trifluorophenylboronic acid). Reaction conditions: time 10 minute. Reported procedure: Triethylamine (2.20 mL), vinylacetic acid (1.16 mL), and BOPCl (3.47 g) were sequentially added to a THF solution of [(2R,6S)-6-(4-chlorophenyl)piperidin-2-yl]methanol (2.36 g). The resulting reaction solution was stirred at room temperature for 5 hr, and then ethyl acetate and toluene were added thereto. The organic layer was separated, washed with 0.5 N hydrochloric acid, a 0.5 N sodium hydroxide aqueous solution, a saturated sodium hydrogencarbonate aqueous solution, and saturated saline in t... Solvent: C(C)N(CC)CC (triethylamine). The reactants are C(Cl)Cl (methylene chloride), COC(C=C[C@@H]1N([C@@H](CCC1)C1=CC=C(C=C1)Cl)C(CC=C)=O)=O (3-[(2R,6S)-1-(3-butenoyl)-6-(4-chlorophenyl)piperidin-2-yl]acrylic acid methyl ester). Product: ClC1=CC=C(C=C1)[C@H]1N2C(CC=C[C@H]2CCC1)=O ((6S,9aR)-6-(4-chlorophenyl)-3,6,7,8,9,9a-hexahydroquinolizin-4-one). The reagents and catalysts are Cl[Ru]([P](C1CCCCC1)(C2CCCCC2)C3CCCCC3)(=CC4=CC=CC=C4)(Cl)=C5N(C6=C(C)C=C(C)C=C6C)CCN5C7=C(C)C=C(C)C=C7C (Grubbs catalyst second generation). Reaction SMILES: C(Cl)Cl.COC(=O)C=C[C@H:9]1[CH2:14][CH2:13][CH2:12][C@@H:11]([C:15]2[CH:20]=[CH:19][C:18]([Cl:21])=[CH:17][CH:16]=2)[N:10]1[C:22](=[O:26])[CH2:23][CH:24]=[CH2:25]>Cl[Ru](=C1N(C2C(C)=CC(C)=CC=2C)CCN1C1C(C)=CC(C)=CC=1C)(Cl)(=CC1C=CC=CC=1)[P](C1CCCCC1)(C1CCCCC1)C1CCCCC1.C(N(CC)CC)C>[Cl:21][C:18]1[CH:17]=[CH:16][C:15]([C@@H:11]2[CH2:12][CH2:13][CH2:14][C@H:9]3[N:10]2[C:22](=[O:26])[CH2:23][CH:24]=[CH:25]3)=[CH:20][CH:19]=1 |^1:60|. Isolated yield 222.8%.